Dataset: the Open Reaction Database (ORD), a public repository of structured organic reaction records. Task: describe an organic reaction: reactants, conditions, products, and yield Starting materials: COC=1C(C2=CC=CC=C2C(C1)=O)=O (2-methoxynaphthoquinone), S(=O)([O-])S(=O)[O-].[Na+].[Na+] (sodium hydrosulfite), CO (methanol), CO (methanol). Run at time 1 hour. The product is OC1=C(C=C(C2=CC=CC=C12)OC)OC (1-hydroxy-2,4-dimethoxynaphthalene). As a reaction SMILES: [CH3:1][O:2][C:3]1[C:4](=[O:14])[C:5]2[C:10]([C:11](=[O:13])[CH:12]=1)=[CH:9][CH:8]=[CH:7][CH:6]=2.S(S([O-])=O)([O-])=O.[Na+].[Na+].[CH3:23]O>>[OH:14][C:4]1[C:5]2[C:10](=[CH:9][CH:8]=[CH:7][CH:6]=2)[C:11]([O:13][CH3:23])=[CH:12][C:3]=1[O:2][CH3:1] |f:1.2.3|. Procedure: A solution of 18.9 g of 2-methoxynaphthoquinone in methanol was added slowly to a solution of 34.8 g of sodium hydrosulfite in methanol and the mixture stirred for 1 hour. The solvent was removed under reduced pressure and the residue partitioned between ethyl acetate and water. The organic layer was dried over anhydrous sodium sulfate and evaporated to a purple solid. The solid was dissolved in 200 ml of methanol previously saturated with anhydrous hydrochloric acid and stirred for 3 minutes at... Starting materials: [Na+], O=C([O-])O, CCOC(=O)CC(C)(O)c1ccc(C2CCCCCC2)cc1, Cc1ccc(S(=O)(=O)O)cc1, c1ccccc1. Yields the product CCOC(=O)C=C(C)c1ccc(C2CCCCCC2)cc1. RXN SMILES: [Na+:44].[O-:40][C:41]([OH:42])=[O:43].[OH:1][C:2]([CH2:3][C:4](=[O:5])[O:6][CH2:7][CH3:8])([CH3:9])[c:10]1[cH:11][cH:12][c:13]([CH:16]2[CH2:17][CH2:18][CH2:19][CH2:20][CH2:21][CH2:22]2)[cH:14][cH:15]1.[c:23]1([CH3:24])[cH:25][cH:26][c:27]([S:28]([OH:29])(=[O:30])=[O:31])[cH:32][cH:33]1.[cH:34]1[cH:35][cH:36][cH:37][cH:38][cH:39]1>>[C:2](=[CH:3][C:4](=[O:5])[O:6][CH2:7][CH3:8])([CH3:9])[c:10]1[cH:11][cH:12][c:13]([CH:16]2[CH2:17][CH2:18][CH2:19][CH2:20][CH2:21][CH2:22]2)[cH:14][cH:15]1. Reactants: [Br-], N#Cc1ccc(CCC2CCC(C3CCC(C=O)CC3)CC2)cc1, C1CCOC1, CC(C)(C)[O-], CCOC(C)=O, FCCC[P+](c1ccccc1)(c1ccccc1)c1ccccc1, [K+]. Yields the product N#Cc1ccc(CCC2CCC(C3CCC(C=CCCF)CC3)CC2)cc1. Reaction SMILES: [Br-:1].[C:36](#[N:37])[c:38]1[cH:39][cH:40][c:41]([CH2:44][CH2:45][CH:46]2[CH2:47][CH2:48][CH:49]([CH:52]3[CH2:53][CH2:54][CH:55]([CH:58]=[O:59])[CH2:56][CH2:57]3)[CH2:50][CH2:51]2)[cH:42][cH:43]1.[CH2:25]1[O:26][CH2:27][CH2:28][CH2:29]1.[CH3:30][C:31]([CH3:32])([O-:33])[CH3:34].[CH3:60][CH2:61][O:62][C:63](=[O:64])[CH3:65].[F:2][CH2:3][CH2:4][CH2:5][P+:6]([c:7]1[cH:8][cH:9][cH:10][cH:11][cH:12]1)([c:13]1[cH:14][cH:15][cH:16][cH:17][cH:18]1)[c:19]1[cH:20][cH:21][cH:22][cH:23][cH:24]1.[K+:35]>>[F:2][CH2:3][CH2:4][CH:5]=[CH:58][CH:55]1[CH2:54][CH2:53][CH:52]([CH:49]2[CH2:48][CH2:47][CH:46]([CH2:45][CH2:44][c:41]3[cH:40][cH:39][c:38]([C:36]#[N:37])[cH:43][cH:42]3)[CH2:51][CH2:50]2)[CH2:57][CH2:56]1. RXN SMILES: [CH3:11][c:12]1[cH:13][n:14]([CH:15]2[CH2:16][CH:17]([OH:18])[CH:19]([CH2:20][OH:21])[O:22]2)[c:23](=[O:24])[nH:25][c:26]1=[O:27].[c:1]1([CH3:10])[cH:2][cH:3][c:4]([C:7](=[O:8])[Cl:9])[cH:5][cH:6]1.[cH:28]1[cH:29][cH:30][n:31][cH:32][cH:33]1>>[c:1]1([CH3:10])[cH:2][cH:3][c:4]([C:7](=[O:8])[CH:20]([CH:19]2[CH:17]([OH:18])[CH2:16][CH:15]([n:14]3[cH:13][c:12]([CH3:11])[c:26](=[O:27])[nH:25][c:23]3=[O:24])[O:22]2)[OH:21])[cH:5][cH:6]1. Reactants: Cc1cn(C2CC(O)C(CO)O2)c(=O)[nH]c1=O, Cc1ccc(C(=O)Cl)cc1, c1ccncc1. The product is Cc1ccc(C(=O)C(O)C2OC(n3cc(C)c(=O)[nH]c3=O)CC2O)cc1. Reactants: N1=C(N=CC=C1)C1=CC=C(C=C1)NC(C(C)(C)C)=O (N-(4-(2-pyrimidinyl)phenyl)-2,2-dimethylpropanamide), [OH-].[Na+] (NaOH). Solvent: Cl (hydrochloric acid). Product: N1=C(N=CC=C1)C1=CC=C(N)C=C1 (4-(2-pyrimidinyl)aniline). The yield is 88.5%. Reaction SMILES: [N:1]1[CH:6]=[CH:5][CH:4]=[N:3][C:2]=1[C:7]1[CH:12]=[CH:11][C:10]([NH:13]C(=O)C(C)(C)C)=[CH:9][CH:8]=1.[OH-].[Na+]>Cl>[N:1]1[CH:6]=[CH:5][CH:4]=[N:3][C:2]=1[C:7]1[CH:8]=[CH:9][C:10]([NH2:13])=[CH:11][CH:12]=1 |f:1.2|. Procedure details: N-(4-(2-pyrimidinyl)phenyl)-2,2-dimethylpropanamide (1.41 g, 5.48 mmol) was boiled in 6 M hydrochloric acid (40 ml) for 2 h. The mixture was cooled and made strongly basic with NaOH (s) and extracted with CH2Cl2 (2×50 ml), dried (Na2SO4) and the solvent was removed in vacuo. Trituration with n-hexane gave 0.83 g (88%) of 4-(2-pyrimidinyl)aniline as a light-yellow powder. The product was further transformed by Method B and Method G (using cyclohexanecarboxaldehyde). M.p. 236-238° C. Starting materials: O1C(OCCC1)CC=C1CCN(CC1)C1=CC=C(C(=O)OCC)C=C1 (ethyl 4-(4-(2-(1,3-dioxan-2-yl)ethylidene)piperidin-1-yl)benzoate). Reagents/catalysts: [Pd] (Pd/C). The solvent is C(C)(=O)OCC (ethyl acetate). Product: O1C(OCCC1)CCC1CCN(CC1)C1=CC=C(C(=O)OCC)C=C1 (ethyl 4-(4-(2-(1,3-dioxan-2-yl)ethyl)piperidin-1-yl)benzoate). RXN SMILES: [O:1]1[CH2:6][CH2:5][CH2:4][O:3][CH:2]1[CH2:7][CH:8]=[C:9]1[CH2:14][CH2:13][N:12]([C:15]2[CH:25]=[CH:24][C:18]([C:19]([O:21][CH2:22][CH3:23])=[O:20])=[CH:17][CH:16]=2)[CH2:11][CH2:10]1>[Pd].C(OCC)(=O)C>[O:1]1[CH2:6][CH2:5][CH2:4][O:3][CH:2]1[CH2:7][CH2:8][CH:9]1[CH2:10][CH2:11][N:12]([C:15]2[CH:16]=[CH:17][C:18]([C:19]([O:21][CH2:22][CH3:23])=[O:20])=[CH:24][CH:25]=2)[CH2:13][CH2:14]1. Procedure details: A mixture of Example 199A (1.2 g, 3.6 mmol), Pd/C (0.42 g), and ethyl acetate (25 mL) was hydrogenated at 4 atmospheres in a Parr shaker at room temperature for 3 days. The catalyst was removed by filtration, solvent was evaporated, and the crude product was purified by flash column chromatography on silica gel with 30% ethyl acetate/hexanes to provide the desired product. MS(DCI) m/e 348 (M+H)+. Reaction conditions: temperature 40 celsius, time 20 hour. Starting materials: BrC1=CC=C(C=C1)C=1NC(C2=CN=CC=C2C1)=O (3-(4-bromo-phenyl)-2H-[2,7]naphthyridin-1-one), CN1N=CC(=C1)B1OC(C(O1)(C)C)(C)C (1-methyl-4-(4,4,5,5-tetramethyl-[1,3,2]dioxaborolan-2-yl)-1H-pyrazole), C(O)([O-])=O.[Na+] (sodium hydrogen carbonate). The solvent is CN(C)C=O (DMF), O (water), O (water). Reported procedure: A suspension of 3-(4-bromo-phenyl)-2H-[2,7]naphthyridin-1-one (63.2 mg, 0.210 mmol), 1-methyl-4-(4,4,5,5-tetramethyl-[1,3,2]dioxaborolan-2-yl)-1H-pyrazole (65.5 mg, 0.32 mmol) and sodium hydrogen carbonate (21.2 mg, 0.25 mmol) in DMF (1 ml) and water (0.25 ml) is flushed with nitrogen and heated to 40° C. Then bis(triphenylphosphine)-palladium(II)-chloride (3.0 mg, 0.004 mmol) is added. The reaction mixture is heated to 80° C. and stirred at this temperature for 20 hours. The mixture is allowed ... The reagents and catalysts are C1=CC=C(C=C1)P(C2=CC=CC=C2)C3=CC=CC=C3.C1=CC=C(C=C1)P(C2=CC=CC=C2)C3=CC=CC=C3.Cl[Pd]Cl (bis(triphenylphosphine)-palladium(II)-chloride). Reaction SMILES: Br[C:2]1[CH:7]=[CH:6][C:5]([C:8]2[NH:9][C:10](=[O:18])[C:11]3[C:16]([CH:17]=2)=[CH:15][CH:14]=[N:13][CH:12]=3)=[CH:4][CH:3]=1.[CH3:19][N:20]1[CH:24]=[C:23](B2OC(C)(C)C(C)(C)O2)[CH:22]=[N:21]1.C(=O)([O-])O.[Na+]>CN(C=O)C.O.C1C=CC(P(C2C=CC=CC=2)C2C=CC=CC=2)=CC=1.C1C=CC(P(C2C=CC=CC=2)C2C=CC=CC=2)=CC=1.Cl[Pd]Cl>[CH3:19][N:20]1[CH:24]=[C:23]([C:2]2[CH:7]=[CH:6][C:5]([C:8]3[NH:9][C:10](=[O:18])[C:11]4[C:16]([CH:17]=3)=[CH:15][CH:14]=[N:13][CH:12]=4)=[CH:4][CH:3]=2)[CH:22]=[N:21]1 |f:2.3,6.7.8|. Product: CN1N=CC(=C1)C1=CC=C(C=C1)C=1NC(C2=CN=CC=C2C1)=O (3-[4-(1-methyl-1H-pyrazol-4-yl)-phenyl]-2H-[2,7]naphthyridin-1-one). RXN SMILES: [C:1]([Si:5]([CH3:8])([CH3:7])Cl)([CH3:4])([CH3:3])[CH3:2].[C:9]1([CH2:18][CH2:19][OH:20])[CH:14]=[CH:13][C:12]([CH2:15][CH2:16][OH:17])=[CH:11][CH:10]=1.N1C=CN=C1>CN(C=O)C.C(OCC)(=O)C>[C:1]([Si:5]([CH3:8])([CH3:7])[O:17][CH2:16][CH2:15][C:12]1[CH:13]=[CH:14][C:9]([CH2:18][CH2:19][OH:20])=[CH:10][CH:11]=1)([CH3:4])([CH3:3])[CH3:2]. The reactants are C(C)(C)(C)[Si](Cl)(C)C (tert-Butyldimethylchlorosilane), C1(=CC=C(C=C1)CCO)CCO (2,2′-(1,4-phenylene)diethanol), N1C=NC=C1 (imidazole). The product is C(C)(C)(C)[Si](OCCC1=CC=C(C=C1)CCO)(C)C (2-{4-[2-(tert-Butyl-dimethyl-silanyloxy)-ethyl]-phenyl}-ethanol). Procedure details: tert-Butyldimethylchlorosilane (9.68 mL) was added to a solution of 2,2′-(1,4-phenylene)diethanol (example 5, step a) (8.64 g) and imidazole (10.21 g) in dry DMF (100 mL) cooled in an ice bath. After 45 min, the reaction mixture was diluted with ethyl acetate, washed three times with water and evaporated in vacuo. Purification was by silica gel chromatography, eluting with 5:1 isohexane:ethyl acetate to give the subtitled compound as a colourless oil. Yield 6.20 g. Solvent: CN(C)C=O (DMF), C(C)(=O)OCC (ethyl acetate). Conditions: time 45 minute. Reactants: C(C)(C)P(Cl)C(C)C (diisopropylchlorophosphine), C1(=CC=C(C=C1)[Mg]Br)C (4-tolylmagnesium bromide). Run in C1CCOC1 (THF). Conditions: time 1 hour. The product is C(C)(C)P(C1=CC=C(C=C1)C)C(C)C (Diisopropyl-p-tolyl-phosphane). RXN SMILES: [CH:1]([P:4]([CH:6]([CH3:8])[CH3:7])Cl)([CH3:3])[CH3:2].[C:9]1([CH3:17])[CH:14]=[CH:13][C:12]([Mg]Br)=[CH:11][CH:10]=1>C1COCC1>[CH:1]([P:4]([CH:6]([CH3:8])[CH3:7])[C:12]1[CH:13]=[CH:14][C:9]([CH3:17])=[CH:10][CH:11]=1)([CH3:3])[CH3:2]. Procedure: To a solution of diisopropylchlorophosphine (2 mL, 12.57 mmol) in THF (25 mL) at −78° C. was added 4-tolylmagnesium bromide (12.57 mL, 12.57 mmol) dropwise. After 1 h at −78° C., the reaction mixture was let warm to RT. The solvent was removed and material was used without further purification. MS: cal'd 209 (MH+), exp 209 (MH+). The reactants are C(=O)(O)[O-].[Na+] (NaHCO3), C[C@H]1[C@H](CCC(C1)=O)C(=O)OCC ((1S,2R)-ethyl 2-methyl-4-oxocyclohexanecarboxylate), [BH-](OC(=O)C)(OC(=O)C)OC(=O)C.[Na+] (NaBH(OAc)3), C(NN)(=O)OC(C)(C)C (tert-butyl carbazate). Solvent: C(Cl)(Cl)Cl (chloroform), CC(=O)O (AcOH). Run at time 10 minute. The product is C(C)OC(=O)[C@@H]1[C@@H](C[C@@H](CC1)NNC(=O)OC(C)(C)C)C (tert-butyl 2-((1R,3R,4S)-4-(ethoxycarbonyl)-3-methylcyclohexyl)hydrazinecarboxylate). The yield is 52.1%. Reaction SMILES: [CH3:1][C@@H:2]1[CH2:7][C:6](=O)[CH2:5][CH2:4][C@@H:3]1[C:9]([O:11][CH2:12][CH3:13])=[O:10].[C:14]([O:18][C:19]([CH3:22])([CH3:21])[CH3:20])(=[O:17])[NH:15][NH2:16].[BH-](OC(C)=O)(OC(C)=O)OC(C)=O.[Na+].C([O-])(O)=O.[Na+]>C(Cl)(Cl)Cl.CC(O)=O>[CH2:12]([O:11][C:9]([C@H:3]1[CH2:4][CH2:5][C@@H:6]([NH:16][NH:15][C:14]([O:18][C:19]([CH3:22])([CH3:21])[CH3:20])=[O:17])[CH2:7][C@H:2]1[CH3:1])=[O:10])[CH3:13] |f:2.3,4.5|. Procedure: To a 500-mL 3-neck round-bottomed flask was added (1S,2R)-ethyl 2-methyl-4-oxocyclohexanecarboxylate (10.00 g, 54.3 mmol) in chloroform (201 ml). Then AcOH, glacial (3.13 ml, 54.3 mmol), and tert-butyl carbazate (7.89 g, 59.7 mmol) was added into the reaction mixture. The flask was placed into a pre-heated bath (30° C.) and allowed to stir 10 min. Then NaBH(OAc)3 (34.5 g, 163 mmol) was slowly added into the reaction mixture in small portions. The bath was removed after the addition and the overa...